This data is from the Open Reaction Database (ORD), a public repository of structured organic reaction records. The task is: describe an organic reaction: reactants, conditions, products, and yield As a reaction SMILES: [CH2:7]([CH3:8])[O:9][C:10]([CH2:11][CH2:12][N:13]([CH2:14][C:15](=[O:16])[O:17][CH2:18][CH3:19])[C:20]([CH2:21][CH2:22][CH2:23][CH2:24][CH2:25][NH:26][C:27](=[O:28])[O:29][CH2:30][c:31]1[cH:32][cH:33][cH:34][cH:35][cH:36]1)=[O:37])=[O:38].[CH3:1][C:2]([CH3:3])([O-:4])[CH3:5].[CH3:39][C:40](=[O:41])[OH:42].[CH3:43][c:44]1[cH:45][cH:46][cH:47][cH:48][cH:49]1.[K+:6].[OH2:50]>>[CH2:7]([CH3:8])[O:9][C:10]([CH:11]1[CH2:12][N:13]([C:20]([CH2:21][CH2:22][CH2:23][CH2:24][CH2:25][NH:26][C:27](=[O:28])[O:29][CH2:30][c:31]2[cH:32][cH:33][cH:34][cH:35][cH:36]2)=[O:37])[CH2:14][C:15]1=[O:16])=[O:38]. Starting materials: CCOC(=O)CCN(CC(=O)OCC)C(=O)CCCCCNC(=O)OCc1ccccc1, CC(C)(C)[O-], CC(=O)O, Cc1ccccc1, [K+], O. Yields the product CCOC(=O)C1CN(C(=O)CCCCCNC(=O)OCc2ccccc2)CC1=O. The reactants are BrCc1ccccc1, CO, CS(C)=O, Cl, [Na], O, Cc1ccc(O)cn1. Yields the product Cc1ccc(OCc2ccccc2)cn1. Reaction SMILES: [CH2:10]([c:11]1[cH:12][cH:13][cH:14][cH:15][cH:16]1)[Br:17].[CH3:19][OH:20].[CH3:21][S:22]([CH3:23])=[O:24].[ClH:18].[Na:1].[OH2:25].[OH:2][c:3]1[cH:4][cH:5][c:6]([CH3:9])[n:7][cH:8]1>>[O:2]([c:3]1[cH:4][cH:5][c:6]([CH3:9])[n:7][cH:8]1)[CH2:10][c:11]1[cH:12][cH:13][cH:14][cH:15][cH:16]1. The reactants are C(C)(C)(C)OC(NCCCN1CC2CN(CC(C1)O2)CCOC2=C(C=C(C=C2)C#N)F)=O ((3-{7-[2-(4-Cyano-2-fluoro-phenoxy)-ethyl]-9-oxa-3,7-diaza-bicyclo [3.3.1]non-3-yl}-propyl)-carbamic acid ter-butyl ester), FC(C(=O)O)(F)F (Trifluoroacetic acid). Solvent: ClCCl (dichloromethane). Reaction conditions: temperature 0 celsius, time 2 hour. Yields the product OC(=O)C(F)(F)F.NCCCN1CC2CN(CC(C1)O2)CCOC2=C(C=C(C#N)C=C2)F (4-{2-[7-(3-Amino-propyl)-9-oxa-3,7-diaza-bicyclo[3.3.1]non-3-yl]-ethoxy}-3-fluoro-benzonitrile TFA-salt). RXN SMILES: C(OC(=O)[NH:7][CH2:8][CH2:9][CH2:10][N:11]1[CH2:18][CH:17]2[O:19][CH:13]([CH2:14][N:15]([CH2:20][CH2:21][O:22][C:23]3[CH:28]=[CH:27][C:26]([C:29]#[N:30])=[CH:25][C:24]=3[F:31])[CH2:16]2)[CH2:12]1)(C)(C)C.[F:33][C:34]([F:39])([F:38])[C:35]([OH:37])=[O:36]>ClCCl>[OH:37][C:35]([C:34]([F:39])([F:38])[F:33])=[O:36].[NH2:7][CH2:8][CH2:9][CH2:10][N:11]1[CH2:18][CH:17]2[O:19][CH:13]([CH2:14][N:15]([CH2:20][CH2:21][O:22][C:23]3[CH:28]=[CH:27][C:26]([C:29]#[N:30])=[CH:25][C:24]=3[F:31])[CH2:16]2)[CH2:12]1 |f:3.4|. Reported procedure: (3-{7-[2-(4-Cyano-2-fluoro-phenoxy)-ethyl]-9-oxa-3,7-diaza-bicyclo[3.3.1]non-3-yl}-propyl)-carbamic acid isopropyl ester (5.8 g, from step (ii) above) was taken in dry dichloromethane (25 ml) and cooled to 0° C. Trifluoroacetic acid (75 ml) was added drop by drop and the reaction mixture was stirred at RT for 2 h under nitrogen atmosphere. Solvent and trifluoroacetic acid were evaporated under reduced pressure to give the TFA salt of the sub-title compound (9 g) as an oil. Reactants: C(CC(O)(C(=O)O)CC(=O)O)(=O)O (citric acid), C(CC(O)(C(=O)O)CC(=O)O)(=O)O (Citric acid). Solvent: O (water). The product is C(CC(O)(C(=O)[O-])CC(=O)O)(=O)O (dihydrogen citrate), C(CC(O)(C(=O)[O-])CC(=O)[O-])(=O)O (hydrogen citrate), C(CC(O)(C(=O)[O-])CC(=O)[O-])(=O)[O-] (citrate). RXN SMILES: [C:1]([OH:13])(=[O:12])[CH2:2][C:3]([CH2:8][C:9]([OH:11])=[O:10])([C:5]([OH:7])=[O:6])[OH:4]>O>[C:1]([OH:13])(=[O:12])[CH2:2][C:3]([CH2:8][C:9]([OH:11])=[O:10])([C:5]([O-:7])=[O:6])[OH:4].[C:1]([OH:13])(=[O:12])[CH2:2][C:3]([CH2:8][C:9]([O-:11])=[O:10])([C:5]([O-:7])=[O:6])[OH:4].[C:1]([O-:13])(=[O:12])[CH2:2][C:3]([CH2:8][C:9]([O-:11])=[O:10])([C:5]([O-:7])=[O:6])[OH:4]. Procedure details: Citric acid (IUPAC Name 2-hydroxypropane-1,2,3-tricarboxylic acid) is an organic acid having three carboxylic acid groups. In water, citric acid partially dissociates to form dihydrogen citrate ion, hydrogen citrate ion and citrate ion. The proportions of citric acid and its conjugate anions in a solution influence the pH of the solution, which is defined as −log10 [H3O]. Solvent: C(C)(=O)OCC (ethyl acetate), CN(C)C=O (DMF), C(C)(=O)OCC (ethyl acetate). Reported procedure: A solution of 1,1′-carbonyldiimidazole (0.169 g) and (R)-N-[2-chloro-4-(4-carboxyphenylsulphonyl)phenyl]-2-hydroxy-2-methyl-3,3,3-trifluoropropanamide (Example 121) (0.30 g) in DMF (1 ml)/ethyl acetate (9 ml) was heated at 50° C. for 30 minutes. Ethanolamine (0.055 ml) was added and the mixture was heated and stirred a further 17 hours. The mixture was cooled, diluted with ethyl acetate (50 ml), washed with dilute aqueous hydrochloric acid (25 ml), water (25 ml), saturated aqueous sodium hydroge... RXN SMILES: C(N1C=CN=C1)(N1C=CN=C1)=O.[Cl:13][C:14]1[CH:19]=[C:18]([S:20]([C:23]2[CH:28]=[CH:27][C:26]([C:29]([OH:31])=O)=[CH:25][CH:24]=2)(=[O:22])=[O:21])[CH:17]=[CH:16][C:15]=1[NH:32][C:33](=[O:41])[C@:34]([OH:40])([CH3:39])[C:35]([F:38])([F:37])[F:36].[CH2:42]([CH2:44][NH2:45])[OH:43]>CN(C=O)C.C(OCC)(=O)C>[Cl:13][C:14]1[CH:19]=[C:18]([S:20]([C:23]2[CH:24]=[CH:25][C:26]([C:29](=[O:31])[NH:45][CH2:44][CH2:42][OH:43])=[CH:27][CH:28]=2)(=[O:21])=[O:22])[CH:17]=[CH:16][C:15]=1[NH:32][C:33](=[O:41])[C@:34]([OH:40])([CH3:39])[C:35]([F:37])([F:36])[F:38]. Run at time 17 hour. Product: ClC1=C(C=CC(=C1)S(=O)(=O)C1=CC=C(C=C1)C(NCCO)=O)NC([C@@](C(F)(F)F)(C)O)=O ((R)-N-{2-Chloro-4-[4-(N-2-hydroxyethylcarbamoyl)phenylsulphonyl]phenyl}-2-hydroxy-2-methyl-3,3,3-trifluoropropanamide). The reactants are C(=O)(N1C=NC=C1)N1C=NC=C1 (1,1′-carbonyldiimidazole), ClC1=C(C=CC(=C1)S(=O)(=O)C1=CC=C(C=C1)C(=O)O)NC([C@@](C(F)(F)F)(C)O)=O ((R)-N-[2-chloro-4-(4-carboxyphenylsulphonyl)phenyl]-2-hydroxy-2-methyl-3,3,3-trifluoropropanamide), C(O)CN (Ethanolamine).